Dataset: the Open Reaction Database (ORD), a public repository of structured organic reaction records. Task: describe an organic reaction: reactants, conditions, products, and yield Reactants: Cc1cscc1Br, CCOC(C)=O, O=Cc1ccccc1B(O)O, [Na+], [Na+], O=C([O-])[O-]. Yields the product Cc1cscc1-c1ccccc1C=O. Reaction SMILES: [Br:1][c:2]1[cH:3][s:4][cH:5][c:6]1[CH3:7].[CH3:25][CH2:26][O:27][C:28](=[O:29])[CH3:30].[CH:8](=[O:9])[c:10]1[c:11]([B:16]([OH:17])[OH:18])[cH:12][cH:13][cH:14][cH:15]1.[Na+:19].[Na+:20].[O-:21][C:22](=[O:23])[O-:24]>>[c:2]1(-[c:11]2[c:10]([CH:8]=[O:9])[cH:15][cH:14][cH:13][cH:12]2)[cH:3][s:4][cH:5][c:6]1[CH3:7]. The product is NC(C(=O)OCC)(CC=C)C(F)F (ethyl 2-amino-2-difluoromethyl-4-pentenoate). Reported procedure: A solution of ethyl 2-carbamoyl-2-difluoromethyl-4-pentenoate prepared as in Step B (2.3 g) and iodo-benzene ditrifluoroacetate (3.5 g) in acetonitrile (14 mL) and water (14 mL) is stirred at 80° C. for 16 hours. Water (20 mL) is added and the mixture is extracted with ether (3×20 mL). The aqueous phase is concentrated and the residue suspended in saturated aqueous sodium bicarbonate (10 mL). The suspension is extracted with diethyl ether (3×20 mL). The organic layers are combined, washed with b... Reaction SMILES: C([C:4]([CH:13]([F:15])[F:14])([CH2:10][CH:11]=[CH2:12])[C:5]([O:7][CH2:8][CH3:9])=[O:6])(=O)N.C(#[N:18])C>O>[NH2:18][C:4]([CH:13]([F:15])[F:14])([CH2:10][CH:11]=[CH2:12])[C:5]([O:7][CH2:8][CH3:9])=[O:6]. Starting materials: C(N)(=O)C(C(=O)OCC)(CC=C)C(F)F (ethyl 2-carbamoyl-2-difluoromethyl-4-pentenoate), iodo-benzene ditrifluoroacetate, C(C)#N (acetonitrile). Reaction conditions: temperature 80 celsius, time 16 hour. Run in O (water), O (Water). RXN SMILES: [CH2:1]([c:2]1[cH:3][cH:4][cH:5][cH:6][cH:7]1)[O:8][C:9](=[O:10])[N:11]([CH2:12][C:13](=[O:14])[OH:15])[CH2:16][C:17](=[O:18])[OH:19].[CH3:20][C:21]([O:22][C:23](=[O:24])[CH3:25])=[O:26]>>[CH2:1]([c:2]1[cH:3][cH:4][cH:5][cH:6][cH:7]1)[O:8][C:9](=[O:10])[N:11]1[CH2:12][C:13](=[O:15])[O:19][C:17](=[O:18])[CH2:16]1. Starting materials: O=C(O)CN(CC(=O)O)C(=O)OCc1ccccc1, CC(=O)OC(C)=O. The product is O=C1CN(C(=O)OCc2ccccc2)CC(=O)O1. The reactants are CC(=O)[O-], CCO, CCOC(C)=O, Cl, NNC(N)=O, [Na+], O, O=Cc1ccc(Oc2ccncc2)cc1. The product is NC(=O)NN=Cc1ccc(Oc2ccncc2)cc1. Reaction SMILES: [CH3:23][C:24](=[O:25])[O-:26].[CH3:27][CH2:28][OH:29].[CH3:31][CH2:32][O:33][C:34](=[O:35])[CH3:36].[ClH:16].[NH2:17][NH:18][C:19](=[O:20])[NH2:21].[Na+:22].[OH2:30].[n:1]1[cH:2][cH:3][c:4]([O:7][c:8]2[cH:9][cH:10][c:11]([CH:12]=[O:13])[cH:14][cH:15]2)[cH:5][cH:6]1>>[n:1]1[cH:2][cH:3][c:4]([O:7][c:8]2[cH:9][cH:10][c:11]([CH:12]=[N:17][NH:18][C:19](=[O:20])[NH2:21])[cH:14][cH:15]2)[cH:5][cH:6]1.